This data is from the Open Reaction Database (ORD), a public repository of structured organic reaction records. The task is: describe an organic reaction: reactants, conditions, products, and yield The reactants are O=C1CCC(=O)N1Br, OCc1cccc(OCc2ccccc2)c1, ClCCl, c1ccc(P(c2ccccc2)c2ccccc2)cc1. The product is BrCc1cccc(OCc2ccccc2)c1. RXN SMILES: [Br:36][N:37]1[C:38](=[O:39])[CH2:40][CH2:41][C:42]1=[O:43].[CH2:1]([c:2]1[cH:3][cH:4][cH:5][cH:6][cH:7]1)[O:8][c:9]1[cH:10][c:11]([CH2:12][OH:13])[cH:14][cH:15][cH:16]1.[CH2:44]([Cl:45])[Cl:46].[c:17]1([P:18]([c:19]2[cH:20][cH:21][cH:22][cH:23][cH:24]2)[c:25]2[cH:26][cH:27][cH:28][cH:29][cH:30]2)[cH:31][cH:32][cH:33][cH:34][cH:35]1>>[CH2:1]([c:2]1[cH:3][cH:4][cH:5][cH:6][cH:7]1)[O:8][c:9]1[cH:10][c:11]([CH2:12][Br:36])[cH:14][cH:15][cH:16]1. RXN SMILES: [BH3:13].[Br:1][c:2]1[cH:3][c:4]([C:5](=[O:6])[OH:7])[cH:8][cH:9][c:10]1[O:11][CH3:12].[CH2:14]1[O:15][CH2:16][CH2:17][CH2:18]1>>[Br:1][c:2]1[cH:3][c:4]([CH2:5][OH:6])[cH:8][cH:9][c:10]1[O:11][CH3:12]. Product: COc1ccc(CO)cc1Br. The reactants are B, COc1ccc(C(=O)O)cc1Br, C1CCOC1.